Dataset: the Open Reaction Database (ORD), a public repository of structured organic reaction records. Task: describe an organic reaction: reactants, conditions, products, and yield The reactants are BrC1=C(C(=CN1)C(=O)OC)C (methyl 5-bromo-4-methyl-1H-pyrrole-3-carboxylate), ClC1=CC(=C(C=C1)B(O)O)C(F)(F)F ([4-chloro-2-(trifluoromethyl)phenyl]boronic acid), C(=O)([O-])[O-].[Na+].[Na+] (Na2CO3). Reagents/catalysts: C1(=CC=CC=C1)P(C1=CC=CC=C1)C1=CC=CC=C1.C1(=CC=CC=C1)P(C1=CC=CC=C1)C1=CC=CC=C1.C1(=CC=CC=C1)P(C1=CC=CC=C1)C1=CC=CC=C1.C1(=CC=CC=C1)P(C1=CC=CC=C1)C1=CC=CC=C1.[Pd] (palladium tetrakis(triphenylphosphine)). The solvent is C(C)(=O)OCC (ethyl acetate), C1(=CC=CC=C1)C.O (toluene water). Reaction conditions: temperature 110 celsius, time 2 hour. Yields the product ClC1=CC(=C(C=C1)C1=C(C(=CN1)C(=O)OC)C)C(F)(F)F (methyl 5-[4-chloro-2-(trifluoromethyl)phenyl]-4-methyl-1H-pyrrole-3-carboxylate). Isolated yield 64.5%. As a reaction SMILES: Br[C:2]1[NH:6][CH:5]=[C:4]([C:7]([O:9][CH3:10])=[O:8])[C:3]=1[CH3:11].[Cl:12][C:13]1[CH:18]=[CH:17][C:16](B(O)O)=[C:15]([C:22]([F:25])([F:24])[F:23])[CH:14]=1.C([O-])([O-])=O.[Na+].[Na+]>C1(C)C=CC=CC=1.O.C(OCC)(=O)C.C1(P(C2C=CC=CC=2)C2C=CC=CC=2)C=CC=CC=1.C1(P(C2C=CC=CC=2)C2C=CC=CC=2)C=CC=CC=1.C1(P(C2C=CC=CC=2)C2C=CC=CC=2)C=CC=CC=1.C1(P(C2C=CC=CC=2)C2C=CC=CC=2)C=CC=CC=1.[Pd]>[Cl:12][C:13]1[CH:18]=[CH:17][C:16]([C:2]2[NH:6][CH:5]=[C:4]([C:7]([O:9][CH3:10])=[O:8])[C:3]=2[CH3:11])=[C:15]([C:22]([F:23])([F:24])[F:25])[CH:14]=1 |f:2.3.4,5.6,8.9.10.11.12|. Procedure details: A mixture of methyl 5-bromo-4-methyl-1H-pyrrole-3-carboxylate (0.44 g, 2.0 mmol), [4-chloro-2-(trifluoromethyl)phenyl]boronic acid (0.90 g, 4.0 mmol), Na2CO3 (0.64 g, 6.0 mmol) and palladium tetrakis(triphenylphosphine) (0.12 g, 0.10 mmol) in toluene/water (9:1, 10 ml) was stirred at 110° C. for 2.0 h under N2. The reaction mixture was cooled to room temperature and diluted with ethyl acetate. The mixture was washed with water and brine, then dried over sodium sulfate and concentrated on a rotar... Reactants: [H-].[Na+] (sodium hydride), O1CCCC1 (tetrahydrofuran), 11, C(N)(OC=1OC=CC1C(C)(C)C)=O (tert-Butyl-2-furyl carbamate), O1CCCC1 (tetrahydrofuran), C(C)C(C(=O)Cl)CC (diethylacetylchloride), O1CCCC1 (tetrahydrofuran), [I-].[Li+] (lithium iodide). Run in C(C)C(=O)C (methyl ethyl ketone). Conditions: temperature -10 celsius. The product is C(C)C(C(=O)NC=1OC=CC1)CC (2-(2'-ethylbutanamido)furan). As a reaction SMILES: C(=O)(OC1OC=CC=1C(C)(C)C)[NH2:2].[H-].[Na+].[CH2:16]([CH:18]([CH2:22][CH3:23])[C:19](Cl)=[O:20])[CH3:17].[I-].[Li+].[O:26]1[CH2:30][CH2:29][CH2:28][CH2:27]1>C(C(C)=O)C>[CH2:16]([CH:18]([CH2:22][CH3:23])[C:19]([NH:2][C:27]1[O:26][CH:30]=[CH:29][CH:28]=1)=[O:20])[CH3:17] |f:1.2,4.5|. Procedure details: The tert-butylcarbamate from Example 1 (27.5 g, 0.15 mole) was dissolved in dry tetrahydrofuran (75 ml) and added dropwise at 0°-5° C. to a suspension of sodium hydride (50% oil dispersion, 7.2 g, ≡0.15 mole) in dry tetrahydrofuran (75 ml). When gassing was complete, the mixture was cooled to -10° C. and diethylacetylchloride (20 g, 0.15 mole) in dry tetrahydrofuran (30 ml) added dropwise. The temperature was allowed to come to room temperature over a period of 11/4 hours and the light brown sol...